The task is: describe an organic reaction: reactants, conditions, products, and yield. This data is from the Open Reaction Database (ORD), a public repository of structured organic reaction records. Reaction SMILES: CI.Cl[CH2:4][CH2:5][CH2:6][N:7]([CH3:9])[CH3:8].[CH3:10][C:11]1[C:21]2[CH2:20][CH2:19][C:18]3[CH:22]=[CH:23][CH:24]=[CH:25][C:17]=3[C:16](=O)[C:15]=2[CH:14]=[CH:13][CH:12]=1.[Cl-].[NH4+]>CCOCC>[CH3:10][C:11]1[C:21]2[CH2:20][CH2:19][C:18]3[CH:22]=[CH:23][CH:24]=[CH:25][C:17]=3[C:16](=[CH:4][CH2:5][CH2:6][N:7]([CH3:9])[CH3:8])[C:15]=2[CH:14]=[CH:13][CH:12]=1 |f:3.4|. Product: CC1=CC=CC=2C(C3=C(CCC21)C=CC=C3)=CCCN(C)C (1-methyl-10,11-dihydro-5-(3-dimethylaminopropylidene)-5H-dibenzo[a,d]cycloheptene). Reactants: CI (methyl iodide), ice water, CC1=CC=CC=2C(C3=C(CCC21)C=CC=C3)=O (1-methyl-10,11-dihydro-5H-dibenzo[a,d]cyclohepten-5-one), ClCCCN(C)C (1-chloro-3-dimethylaminopropane), ice water, [Cl-].[NH4+] (ammonium chloride). Procedure: 10 g. of Gilman alloy are covered with 30 ml. of dry ether and treated with 0.5 ml. of methyl iodide. After the vigorous reaction has subsided somewhat, 40 ml. of 1-chloro-3-dimethylaminopropane in 120 ml. of dry ether are added dropwise in such a way that the reaction mixture is maintained at boiling. The mixture is heated at 45° C. under reflux conditions for an additional 3 hours, then cooled with ice water and treated dropwise over a period of one hour with a solution of 21.8 g. of 1-methyl-... Solvent: CCOCC (ether), CCOCC (ether), CCOCC (ether). Conditions: temperature 45 celsius, time 10 hour.